describe an organic reaction: reactants, conditions, products, and yield From a dataset of the Open Reaction Database (ORD), a public repository of structured organic reaction records. The solvent is O1CCCC1 (tetrahydrofuran), O1CCCC1 (THF), O1CCCC1 (THF). RXN SMILES: C(O[BH-](OC(=O)C)OC(=O)C)(=O)C.[Na+].FC(F)(F)C(O)=O.[NH2:22][C:23]1[C:24]([C:28]2[N:32]([C:33]3[CH:38]=[CH:37][C:36]([F:39])=[C:35]([Br:40])[CH:34]=3)[C:31](=[O:41])[O:30][N:29]=2)=[N:25][O:26][N:27]=1.[CH2:42]([N:45]([S:53]([N:56]([CH2:60][CH:61]=[CH2:62])[CH2:57][CH:58]=O)(=[O:55])=[O:54])[C:46](=[O:52])[O:47][C:48]([CH3:51])([CH3:50])[CH3:49])[CH:43]=[CH2:44].C(=O)([O-])[O-].[Na+].[Na+]>O1CCCC1>[CH2:42]([N:45]([S:53](=[O:55])(=[O:54])[N:56]([CH2:60][CH:61]=[CH2:62])[CH2:57][CH2:58][NH:22][C:23]1[C:24]([C:28]2[N:32]([C:33]3[CH:38]=[CH:37][C:36]([F:39])=[C:35]([Br:40])[CH:34]=3)[C:31](=[O:41])[O:30][N:29]=2)=[N:25][O:26][N:27]=1)[C:46](=[O:52])[O:47][C:48]([CH3:49])([CH3:51])[CH3:50])[CH:43]=[CH2:44] |f:0.1,5.6.7|. Starting materials: C(C)(=O)O[BH-](OC(C)=O)OC(C)=O.[Na+] (sodium triacetoxyborohydride), FC(C(=O)O)(F)F (trifluoroacetic acid), C(C=C)N(C(OC(C)(C)C)=O)S(=O)(=O)N(CC=O)CC=C (tert-butyl allyl{[allyl(2-oxoethy)amino]sulfonyl}carbamate), C(C)(=O)O[BH-](OC(C)=O)OC(C)=O.[Na+] (sodium triacetoxyborohydride), FC(C(=O)O)(F)F (trifluoroacetic acid), NC=1C(=NON1)C1=NOC(N1C1=CC(=C(C=C1)F)Br)=O (3-(4-amino-1,2,5-oxadiazol-3-yl)-4-(3-bromo-4-fluorophenyl)-1,2,4-oxadiazol-5(4H)-one), C(C=C)N(C(OC(C)(C)C)=O)S(=O)(=O)N(CC=O)CC=C (tert-butyl allyl{[allyl(2-oxoethy)amino]sulfonyl}carbamate), ice, C([O-])([O-])=O.[Na+].[Na+] (sodium carbonate). Product: C(C=C)N(C(OC(C)(C)C)=O)S(N(CCNC1=NON=C1C1=NOC(N1C1=CC(=C(C=C1)F)Br)=O)CC=C)(=O)=O (tert-Butyl allyl(N-allyl-N-(2-(4-(4-(3-bromo-4-fluorophenyl)-5-oxo-4,5-dihydro-1,2,4-oxadiazol-3-yl)-1,2,5-oxadiazol-3-ylamino)ethyl)sulfamoyl)carbamate). Procedure: To a 50-mL flask was added sodium triacetoxyborohydride (1.06 g, 5.0 mmol, 1.0 equiv.), trifluoroacetic acid (TFA, 2.0 mL, 26 mmol) and tetrahydrofuran (THF, 1.0 mL) at ambient temperature. This mixture was cooled to −5° C. under N2 and stirred at 0-5° C. for 10 min. To this solution was added 3-(4-amino-1,2,5-oxadiazol-3-yl)-4-(3-bromo-4-fluorophenyl)-1,2,4-oxadiazol-5(4H)-one (0.171 g, 5.0 mmol; Step D) and tert-butyl allyl{[allyl(2-oxoethy)amino]sulfonyl}carbamate (0.398 g, 2.5 mmol, 0.5 equi... The yield is 14.8%. Conditions: temperature -5 celsius, time 10 minute. Starting materials: OC1=CC(=NN1C1=CC=CC=C1)C(=O)O (5-Hydroxy-1-phenyl-1H-pyrazole-3-carboxylic acid), C(C)OC(=O)N1CCN(CC1)C([C@H](CCS(=O)(=O)C)N)=O (4-((S)-2-Amino-4-methanesulfonyl-butyryl)-piperazine-1-carboxylic acid ethyl ester), C=1C=CC2=C(C1)N=NN2O (HOBT), CCN(C(C)C)C(C)C (DIPEA). Run in CN(C)C=O (DMF), C(CCl)Cl (EDC). Reaction conditions: time 16 hour. The product is C(C)OC(=O)N1CCN(CC1)C([C@H](CCS(=O)(=O)C)NC(=O)C1=NN(C(=C1)O)C1=CC=CC=C1)=O (4-{(S)-2-[(5-Hydroxy-1-phenyl-1H-pyrazole-3-carbonyl)-amino]-4-methanesulfonyl-butyryl}-piperazine-1-carboxylic acid ethyl ester). RXN SMILES: [OH:1][C:2]1[N:6]([C:7]2[CH:12]=[CH:11][CH:10]=[CH:9][CH:8]=2)[N:5]=[C:4]([C:13]([OH:15])=O)[CH:3]=1.[CH2:16]([O:18][C:19]([N:21]1[CH2:26][CH2:25][N:24]([C:27](=[O:36])[C@@H:28]([NH2:35])[CH2:29][CH2:30][S:31]([CH3:34])(=[O:33])=[O:32])[CH2:23][CH2:22]1)=[O:20])[CH3:17].C1C=CC2N(O)N=NC=2C=1.CCN(C(C)C)C(C)C>CN(C=O)C.C(Cl)CCl>[CH2:16]([O:18][C:19]([N:21]1[CH2:22][CH2:23][N:24]([C:27](=[O:36])[C@@H:28]([NH:35][C:13]([C:4]2[CH:3]=[C:2]([OH:1])[N:6]([C:7]3[CH:8]=[CH:9][CH:10]=[CH:11][CH:12]=3)[N:5]=2)=[O:15])[CH2:29][CH2:30][S:31]([CH3:34])(=[O:32])=[O:33])[CH2:25][CH2:26]1)=[O:20])[CH3:17]. Procedure details: To a solution of 190 mg of 5-Hydroxy-1-phenyl-1H-pyrazole-3-carboxylic acid and 299 mg of 4-((S)-2-Amino-4-methanesulfonyl-butyryl)-piperazine-1-carboxylic acid ethyl ester in 3 ml of DMF, 142 mg of HOBT, 178 mg of EDC and 0.2 ml DIPEA was added and the reaction mixture was stirred for 16 h at RT. Then, the solvents were removed under reduced pressure and the crude product was purified by chromatography on silica gel eluting with a gradient of n-heptane/ethyl acetate. The fractions containing th... The reactants are S(=O)([O-])[O-] (sulphite), S(=O)([O-])[O-] (sulphite), [OH-].[Na+] (NaOH), Na2S, [OH-].[Na+] (NaOH). Yields the product S(=O)([O-])[O-] (sulphite), sulphide, S(=O)(=O)([O-])[O-] (sulphate). Reaction SMILES: [S:1]([O-:4])([O-:3])=[O:2].[OH-:5].[Na+]>>[S:1]([O-:4])([O-:3])=[O:2].[S:1]([O-:5])([O-:4])(=[O:3])=[O:2] |f:1.2|. Reported procedure: FOr oxidation down to 1 g Na2S per liter black liquor, the black liquor consmues 39 liters of air per liter black liquor, while sulphite from soap splitting reduces the air demand to 18 liter per liter black liquor. For these points the alkalinity values of the black liquors are 4.5 g NaOH/liter and 8.0 g NaOH/liter, respectively. Alkali useful for the neutralization of the sulphite solution is thus produced by the reaction between sulphite and sulphide while sulphate from conventional sulphuric... Reactants: C1(CCCCC1)[C@@H](C)O ((R)-1-cyclohexylethanol), C(C)(=O)OC(C)=O (acetic anhydride). Reagents/catalysts: C1(=CC=C(C=C1)S(=O)(=O)O)C (p-toluene sulphonic acid). Reaction conditions: temperature 35 celsius. Product: C(C)(=O)O[C@H](C)C1CCCCC1 ((R)-1-cyclohexylethyl acetate). Yield: 99.9%. RXN SMILES: [CH:1]1([C@H:7]([OH:9])[CH3:8])[CH2:6][CH2:5][CH2:4][CH2:3][CH2:2]1.[C:10](OC(=O)C)(=[O:12])[CH3:11]>C1(C)C=CC(S(O)(=O)=O)=CC=1>[C:10]([O:9][C@@H:7]([CH:1]1[CH2:6][CH2:5][CH2:4][CH2:3][CH2:2]1)[CH3:8])(=[O:12])[CH3:11]. Procedure details: A 2 L reaction flask was charged with (R)-1-cyclohexylethanol (980 g, synthesized as above), acetic anhydride (1 Kg), and p-toluene sulphonic acid (0.4 g), and heated at 30-40° C. for 6 hours. The reaction mixture was then transferred into a separatory funnel and washed twice in 200 mL water followed by once in 200 mL 10% sodium hydroxide (aOH). The resulted organic layer was distilled at 5-10 mmHg to provide (R)-1-cyclohexylethyl acetate (1.3 Kg) (optical rotation: [α]D+2.59°; optical purity: 8... Reactants: C(CCCC)(=O)O (valeric acid), ClCC(=O)OC(CCl)=O (monochloroacetic anhydride), BrC1=CC=CC=C1 (bromobenzene). The solvent is ClCC(Cl)(Cl)Cl (tetrachloroethane). Reaction conditions: temperature 115 celsius, time 10 hour. The product is C(CCCC)(=O)C1=C(C=CC=C1)Br (valerylbromobenzene). Yield: 56.0%. RXN SMILES: [C:1](O)(=[O:6])[CH2:2][CH2:3][CH2:4][CH3:5].ClCC(OC(=O)CCl)=O.[Br:17][C:18]1[CH:23]=[CH:22][CH:21]=[CH:20][CH:19]=1>ClCC(Cl)(Cl)Cl>[C:1]([C:19]1[CH:20]=[CH:21][CH:22]=[CH:23][C:18]=1[Br:17])(=[O:6])[CH2:2][CH2:3][CH2:4][CH3:5]. Procedure: In 50 ml of tetrachloroethane were dissolved 5.11 g (0.05 mole) of valeric acid and 9.83 g (0.0575 mole) of monochloroacetic anhydride. To the resulting solution were added 9.42 g (0.06 mole) of bromobenzene and 0.8 g of boron trifluoride-diethyl ether complex and the resulting mixture was then stirred at 115° C. for 10 hours. After completion of the reaction, the reaction solution was cooled and washed successively with water, 5% aqueous sodium carbonate solution and water. The organic layer wa... Starting materials: BrC1=CC=C(C=C1)C[C@H](CC(=O)N1C[C@@H](CCC1)C1=NC2=C(N1CCF)C=CC=C2)NC(OC(C)(C)C)=O (tert-Butyl (R)-1-(4-bromophenyl)-4-((R)-3-(1-(2-fluoroethyl)-1H-benzo[d]imidazol-2-yl)piperidin-1-yl)-4-oxobutan-2-ylcarbamate), NC1=NC=C(C=N1)B(O)O (2-aminopyrimidin-5-ylboronic acid), Compound 613, Boc, C(=O)(C(F)(F)F)O (TFA), N[C@@H](CC(=O)N1C[C@@H](CCC1)C1=NC2=C(N1CCCOC)C=CC=C2)CC2=CC=C(C=C2)C2=CC=CC=C2 ((R)-3-Amino-4-(biphenyl-4-yl)-1-((R)-3-(1-(3-methoxypropyl)-1H-benzo[d]imidazol-2-yl)piperidin-1-yl)butan-1-one), Compound 6B. The product is N[C@@H](CC(=O)N1C[C@@H](CCC1)C1=NC2=C(N1CCF)C=CC=C2)CC2=CC=C(C=C2)C=2C=NC(=NC2)N ((R)-3-amino-4-(4-(2-aminopyrimidin-5-yl)phenyl)-1-((R)-3-(1-(2-fluoroethyl)-1H-benzo[d]imidazol-2-yl)piperidin-1-yl)butan-1-one). Isolated yield 14.4%. As a reaction SMILES: Br[C:2]1[CH:7]=[CH:6][C:5]([CH2:8][C@@H:9]([NH:31]C(=O)OC(C)(C)C)[CH2:10][C:11]([N:13]2[CH2:18][CH2:17][CH2:16][C@@H:15]([C:19]3[N:23]([CH2:24][CH2:25][F:26])[C:22]4[CH:27]=[CH:28][CH:29]=[CH:30][C:21]=4[N:20]=3)[CH2:14]2)=[O:12])=[CH:4][CH:3]=1.[NH2:39][C:40]1[N:45]=[CH:44][C:43](B(O)O)=[CH:42][N:41]=1.C(O)(C(F)(F)F)=O.N[C@H](CC1C=CC(C2C=CC=CC=2)=CC=1)CC(N1CCC[C@@H](C2N(CCCOC)C3C=CC=CC=3N=2)C1)=O>>[NH2:31][C@H:9]([CH2:8][C:5]1[CH:4]=[CH:3][C:2]([C:43]2[CH:42]=[N:41][C:40]([NH2:39])=[N:45][CH:44]=2)=[CH:7][CH:6]=1)[CH2:10][C:11]([N:13]1[CH2:18][CH2:17][CH2:16][C@@H:15]([C:19]2[N:23]([CH2:24][CH2:25][F:26])[C:22]3[CH:27]=[CH:28][CH:29]=[CH:30][C:21]=3[N:20]=2)[CH2:14]1)=[O:12]. Procedure: Suzuki coupling of 145A with 2-aminopyrimidin-5-ylboronic acid (145E) was carried out analogously to the synthesis of Compound 613 (Example 6, Step B). The crude Boc-protected intermediate was de-protected with TFA using procedure similar to that for the synthesis of Compound 72 from Compound 6B (Example 6, Step C). The crude product was purified by preparative HPLC using 15% CH3CN/water as mobile phase. Compound 509 was obtained in 14.4% yield over two steps (17.8 mg), MS: MH+=502.4.